Dataset: the Open Reaction Database (ORD), a public repository of structured organic reaction records. Task: describe an organic reaction: reactants, conditions, products, and yield Reactants: COC1=CC(=CC2=C1C(=CO2)COC2=C1C=C(NC1=CC=C2)C(=O)O)OC (4-(4,6-dimethoxy-benzofuran-3-ylmethoxy)-1H-indole-2-carboxylic acid), Cl.Cl.Cl.NC1CCN(CC1)C[C@H](C)N1CCC(CC1)O (1-[(S)-2-(4-Amino-piperidin-1-yl)-1-methyl-ethyl]-piperidin-4-ol trihydrochloride). Yields the product OC1CCN(CC1)[C@H](CN1CCC(CC1)NC(=O)C=1NC2=CC=CC(=C2C1)OCC1=COC2=C1C(=CC(=C2)OC)OC)C (4-(4,6-Dimethoxy-benzofuran-3-ylmethoxy)-1H-indole-2-carboxylic acid {1-[(S)-2-(4-hydroxy-piperidin-1-yl)-propyl]-piperidin-4-yl}-amide). As a reaction SMILES: [CH3:1][O:2][C:3]1[C:8]2[C:9]([CH2:12][O:13][C:14]3[CH:22]=[CH:21][CH:20]=[C:19]4[C:15]=3[CH:16]=[C:17]([C:23](O)=[O:24])[NH:18]4)=[CH:10][O:11][C:7]=2[CH:6]=[C:5]([O:26][CH3:27])[CH:4]=1.Cl.Cl.Cl.[NH2:31][CH:32]1[CH2:37][CH2:36][N:35]([CH2:38][C@@H:39]([N:41]2[CH2:46][CH2:45][CH:44]([OH:47])[CH2:43][CH2:42]2)[CH3:40])[CH2:34][CH2:33]1>>[OH:47][CH:44]1[CH2:43][CH2:42][N:41]([C@@H:39]([CH3:40])[CH2:38][N:35]2[CH2:34][CH2:33][CH:32]([NH:31][C:23]([C:17]3[NH:18][C:19]4[C:15]([CH:16]=3)=[C:14]([O:13][CH2:12][C:9]3[C:8]5[C:3]([O:2][CH3:1])=[CH:4][C:5]([O:26][CH3:27])=[CH:6][C:7]=5[O:11][CH:10]=3)[CH:22]=[CH:21][CH:20]=4)=[O:24])[CH2:37][CH2:36]2)[CH2:46][CH2:45]1 |f:1.2.3.4|. Reported procedure: This compound is synthesized analogously to example 1 from 4-(4,6-dimethoxy-benzofuran-3-ylmethoxy)-1H-indole-2-carboxylic acid, 126 (see example 99) and amine 50.